From a dataset of the Open Reaction Database (ORD), a public repository of structured organic reaction records. describe an organic reaction: reactants, conditions, products, and yield Starting materials: CC(=O)O, O=C1c2ccccc2C2(C=CNCC2)N1Cc1ccccc1. Yields the product O=C1c2ccccc2C2(CCNCC2)N1Cc1ccccc1. As a reaction SMILES: [C:23]([OH:24])(=[O:25])[CH3:26].[CH2:1]([c:2]1[cH:3][cH:4][cH:5][cH:6][cH:7]1)[N:8]1[C:9]2([c:10]3[cH:11][cH:12][cH:13][cH:14][c:15]3[C:16]1=[O:17])[CH2:18][CH2:19][NH:20][CH:21]=[CH:22]2>>[CH2:1]([c:2]1[cH:3][cH:4][cH:5][cH:6][cH:7]1)[N:8]1[C:9]2([c:10]3[cH:11][cH:12][cH:13][cH:14][c:15]3[C:16]1=[O:17])[CH2:18][CH2:19][NH:20][CH2:21][CH2:22]2.